Dataset: the Open Reaction Database (ORD), a public repository of structured organic reaction records. Task: describe an organic reaction: reactants, conditions, products, and yield Starting materials: BrC=1C=CC(=C(C1)C1C(C2(CCC(C1=O)C2(C)C)C)=O)CC (3-(5-bromo-2-ethyl-phenyl)-1,8,8-trimethylbicyclo[3.2.1]octane-2,4-dione), ClC1=CC=C(C=C1)B(O)O (4-chlorophenylboronic acid), [F-].[Cs+] (Cesium fluoride). Reagents/catalysts: C1=CC=C(C=C1)P([C-]2C=CC=C2)C3=CC=CC=C3.C1=CC=C(C=C1)P([C-]2C=CC=C2)C3=CC=CC=C3.Cl[Pd]Cl.[Fe+2] ([1,1′-bis(diphenylphosphino)ferrocene]dichloropalladium(II)). Solvent: C(OC)COC (dimethoxyethane). Conditions: time 1 hour. Product: ClC1=CC=C(C=2C=CC(=C(C2)C2C(C3CCC(C2=O)CC3)=O)CC)C=C1 (3-(4′-chloro-4-ethylbiphen-3-yl)bicyclo[3.2.2]nonane-2,4-dione). Reaction SMILES: Br[C:2]1[CH:3]=[CH:4][C:5]([CH2:21][CH3:22])=[C:6]([CH:8]2[C:14](=[O:15])[CH:13]3[C:16](C)(C)[C:10]([CH3:19])([CH2:11][CH2:12]3)[C:9]2=[O:20])[CH:7]=1.[Cl:23][C:24]1[CH:29]=[CH:28][C:27](B(O)O)=[CH:26][CH:25]=1.[F-].[Cs+]>C(COC)OC.C1C=CC(P(C2C=CC=CC=2)[C-]2C=CC=C2)=CC=1.C1C=CC(P(C2C=CC=CC=2)[C-]2C=CC=C2)=CC=1.Cl[Pd]Cl.[Fe+2]>[Cl:23][C:24]1[CH:29]=[CH:28][C:27]([C:2]2[CH:3]=[CH:4][C:5]([CH2:21][CH3:22])=[C:6]([CH:8]3[C:14](=[O:15])[CH:13]4[CH2:16][CH2:19][CH:10]([CH2:11][CH2:12]4)[C:9]3=[O:20])[CH:7]=2)=[CH:26][CH:25]=1 |f:2.3,5.6.7.8|. Procedure details: A solution of 3-(5-bromo-2-ethyl-phenyl)-1,8,8-trimethylbicyclo[3.2.1]octane-2,4-dione (0.035 g, 0.1 mmol) and 4-chlorophenylboronic acid (0.022 g, 0.14 mmol) in anhydrous dimethoxyethane (2 ml) is stirred at room temperature under an atmosphere of nitrogen. The reaction mixture is then evacuated and flushed with nitrogen (degassing cycle repeated 4 times). Cesium fluoride (0.046 g, 0.30 mmol) is added, and the suspension is stirred at room temperature for 1 hour. Next [1,1′-bis(diphenylphosphin... The reactants are ClC=1C(=NC=C(C1)C(F)(F)F)OC1=CC=C(OC(C(=O)N)C)C=C1 (2-(4-((3-Chloro-5-(trifluoromethyl)-2-pyridyl)-oxy)phenoxy)propanamide), C(C)(C)N=C=O (Isopropyl isocyanate). Solvent: C1(=CC=CC=C1)C (toluene). The product is C(C)(C)NC(=O)NC(C(C)OC1=CC=C(C=C1)OC1=NC=C(C=C1Cl)C(F)(F)F)=O (N((Isopropylamino)carbonyl)-2-(4-((3-chloro-5-(trifluoromethyl)-2-pyridyl)-oxy)phenoxy)propanamide). Reaction SMILES: [Cl:1][C:2]1[C:3]([O:12][C:13]2[CH:24]=[CH:23][C:16]([O:17][CH:18]([CH3:22])[C:19]([NH2:21])=[O:20])=[CH:15][CH:14]=2)=[N:4][CH:5]=[C:6]([C:8]([F:11])([F:10])[F:9])[CH:7]=1.[CH:25]([N:28]=[C:29]=[O:30])([CH3:27])[CH3:26]>C1(C)C=CC=CC=1>[CH:25]([NH:28][C:29]([NH:21][C:19](=[O:20])[CH:18]([O:17][C:16]1[CH:23]=[CH:24][C:13]([O:12][C:3]2[C:2]([Cl:1])=[CH:7][C:6]([C:8]([F:11])([F:10])[F:9])=[CH:5][N:4]=2)=[CH:14][CH:15]=1)[CH3:22])=[O:30])([CH3:27])[CH3:26]. Procedure details: 2-(4-((3-Chloro-5-(trifluoromethyl)-2-pyridyl)-oxy)phenoxy)propanamide (3.6 g, 0.01 mole) was dissolved in 80 ml. dry toluene. Isopropyl isocyanate (2.55 g, 0.03 mole) was then added and the mixture refluxed for about 16 hours. The toluene was removed by distillation and cold hexane was added. The product precipitated as white crystals, m.p. 135°-137° C.; Yield 3.6 g; 80.7%. Reactants: ClC1=CC=C(C(C=O)=C1)O (5-chlorosalicylaldehyde), OC=1C=C(NS(=O)(=O)CC(=O)O)C=CC1OC (3-hydroxy-4-methoxyanilinosulfonyl acetic acid). Solvent: C(C)(=O)O (acetic acid). The product is ClC=1C=C2C=C(C(OC2=CC1)=O)S(=O)(=O)NC1=CC(=C(C=C1)OC)O (6-Chloro-N-(3-hydroxy-4-methoxyphenyl)-2-oxo-2H-chromene-3-sulfonamide). Reaction SMILES: [Cl:1][C:2]1[CH:9]=[C:6]([CH:7]=O)[C:5]([OH:10])=[CH:4][CH:3]=1.[OH:11][C:12]1[CH:13]=[C:14]([CH:23]=[CH:24][C:25]=1[O:26][CH3:27])[NH:15][S:16]([CH2:19][C:20](O)=[O:21])(=[O:18])=[O:17]>C(O)(=O)C>[Cl:1][C:2]1[CH:9]=[C:6]2[C:5](=[CH:4][CH:3]=1)[O:10][C:20](=[O:21])[C:19]([S:16]([NH:15][C:14]1[CH:23]=[CH:24][C:25]([O:26][CH3:27])=[C:12]([OH:11])[CH:13]=1)(=[O:17])=[O:18])=[CH:7]2. Procedure details: A solution of 5-chlorosalicylaldehyde (1 mmol) and 3-hydroxy-4-methoxyanilinosulfonyl acetic acid (1 mmol) in acetic acid (10 mL) was subjected to the General Procedure 1, Method A to yield the title compound; m.p. 225-226° C. The reactants are FC(S(=O)(=O)OC=1C=CC2=C(C(C=3C(=NC=C(C3)Cl)C=C2)=O)C1F)(F)F (3-chloro-6-fluoro-5-oxo-5H-benzo[4,5]cyclohepta[1,2-b]pyridin-7-yl trifluoromethanesulfonate), O1C(COCC1)CN(S(=O)(=O)N)C (N-(1,4-dioxan-2-ylmethyl)-N-methylsulfamide), CC1(C2=C(C(=CC=C2)P(C3=CC=CC=C3)C4=CC=CC=C4)OC5=C(C=CC=C51)P(C6=CC=CC=C6)C7=CC=CC=C7)C (Xantphos), [O-]P(=O)([O-])[O-].[K+].[K+].[K+] (K3PO4). Reagents/catalysts: C=1C=CC(=CC1)/C=C/C(=O)/C=C/C2=CC=CC=C2.C=1C=CC(=CC1)/C=C/C(=O)/C=C/C2=CC=CC=C2.C=1C=CC(=CC1)/C=C/C(=O)/C=C/C2=CC=CC=C2.[Pd].[Pd] (Pd2(dba)3). The solvent is O1CCOCC1 (1,4-dioxane). Run at temperature 110 celsius. The product is ClC=1C=C2C(=NC1)C=CC1=C(C2=O)C(=C(C=C1)NS(=O)(=O)N(C)CC1OCCOC1)F (N′-(3-chloro-6-fluoro-5-oxo-5H-benzo[4,5]cyclohepta[1,2-b]pyridin-7-yl)-N-(1,4-dioxan-2-ylmethyl)-N-methylsulfamide). As a reaction SMILES: FC(F)(F)S(O[C:7]1[CH:8]=[CH:9][C:10]2[CH:21]=[CH:20][C:14]3=[N:15][CH:16]=[C:17]([Cl:19])[CH:18]=[C:13]3[C:12](=[O:22])[C:11]=2[C:23]=1[F:24])(=O)=O.[O:27]1[CH2:32][CH2:31][O:30][CH2:29][CH:28]1[CH2:33][N:34]([CH3:39])[S:35]([NH2:38])(=[O:37])=[O:36].CC1(C)C2C(=C(P(C3C=CC=CC=3)C3C=CC=CC=3)C=CC=2)OC2C(P(C3C=CC=CC=3)C3C=CC=CC=3)=CC=CC1=2.[O-]P([O-])([O-])=O.[K+].[K+].[K+]>O1CCOCC1.C1C=CC(/C=C/C(/C=C/C2C=CC=CC=2)=O)=CC=1.C1C=CC(/C=C/C(/C=C/C2C=CC=CC=2)=O)=CC=1.C1C=CC(/C=C/C(/C=C/C2C=CC=CC=2)=O)=CC=1.[Pd].[Pd]>[Cl:19][C:17]1[CH:18]=[C:13]2[C:12](=[O:22])[C:11]3[C:23]([F:24])=[C:7]([NH:38][S:35]([N:34]([CH2:33][CH:28]4[CH2:29][O:30][CH2:31][CH2:32][O:27]4)[CH3:39])(=[O:36])=[O:37])[CH:8]=[CH:9][C:10]=3[CH:21]=[CH:20][C:14]2=[N:15][CH:16]=1 |f:3.4.5.6,8.9.10.11.12|. Procedure: To a stirred solution of 3-chloro-6-fluoro-5-oxo-5H-benzo[4,5]cyclohepta[1,2-b]pyridin-7-yl trifluoromethanesulfonate (200 mg, 0.49 mmol) in 1,4-dioxane (7 mL) were added N-(1,4-dioxan-2-ylmethyl)-N-methylsulfamide (200 mg, 0.98 mmol), Pd2(dba)3 (68 mg, 0.074 mmol), Xantphos (85 mg, 0.15 mmol), and K3PO4 (280 mg, 1.3 mmol). The reaction mixture was purged with N2 for 5 min, heated to 110° C. 8 h, cooled to room temperature, diluted with water, and extracted with CH2C12 (×3). The combined organic... Starting materials: O=C1C(CC2=CC(=CC=C12)NC=1C2=C(N=CN1)CCC2)=CC2CCN(CC2)CC2=CC=CC=C2 (4-[1-oxo-2-(1-benzylpiperidin-4-yl)methyleneindan-5-yl]amino-5,6-dihydro-7H-cyclopenta[d]pyrimidine). The reagents and catalysts are [Pt]=O (platinum oxide). Run in O1CCCC1 (tetrahydrofuran), C(C)O (ethanol), C(C)(=O)O (acetic acid). Reaction conditions: time 8 hour. Yields the product O=C1C(CC2=CC(=CC=C12)NC=1C2=C(N=CN1)CCC2)CC2CCN(CC2)CC2=CC=CC=C2 (4-[1-Oxo-2-(1-benzylpiperidin-4-yl)methylindan-5-yl]amino-5,6-dihydro-7H-cyclopenta[d]pyrimidine). Isolated yield 96.6%. Reaction SMILES: [O:1]=[C:2]1[C:10]2[C:5](=[CH:6][C:7]([NH:11][C:12]3[C:13]4[CH2:20][CH2:19][CH2:18][C:14]=4[N:15]=[CH:16][N:17]=3)=[CH:8][CH:9]=2)[CH2:4][C:3]1=[CH:21][CH:22]1[CH2:27][CH2:26][N:25]([CH2:28][C:29]2[CH:34]=[CH:33][CH:32]=[CH:31][CH:30]=2)[CH2:24][CH2:23]1>O1CCCC1.C(O)C.C(O)(=O)C.[Pt]=O>[O:1]=[C:2]1[C:10]2[C:5](=[CH:6][C:7]([NH:11][C:12]3[C:13]4[CH2:20][CH2:19][CH2:18][C:14]=4[N:15]=[CH:16][N:17]=3)=[CH:8][CH:9]=2)[CH2:4][CH:3]1[CH2:21][CH:22]1[CH2:27][CH2:26][N:25]([CH2:28][C:29]2[CH:30]=[CH:31][CH:32]=[CH:33][CH:34]=2)[CH2:24][CH2:23]1. Procedure details: 0.53 g of platinum oxide was added to 1.35 g of 4-[1-oxo-2-(1-benzylpiperidin-4-yl)methyleneindan-5-yl]amino-5,6-dihydro-7H-cyclopenta[d]pyrimidine dissolved in a mixed solution of 60 ml of tetrahydrofuran, 60 ml of ethanol and 1 ml of acetic acid, and the mixture was stirred under a hydrogen stream at room temperature for 8 hours. After the catalyst was removed by filtration, the filtrate was condensed. The obtained residue was applied to silica gel column chromatography to obtain 1.31 g of the... Starting materials: C[C@@H]1O[C@@H](CN(C1)C=1C=CC=2C3=C(NC2C1)C(=CC(=N3)C3=CC(=CC=C3)C(F)(F)F)C(=O)OC)C (methyl 7-((2S,6R)-2,6-dimethylmorpholino)-2-(3-(trifluoromethyl)phenyl)-5H-pyrido[3,2-b]indole-4-carboxylate), N (NH3). Solvent: CO (MeOH). Conditions: temperature 80 celsius, time 20 minute. Product: C[C@@H]1O[C@@H](CN(C1)C=1C=CC=2C3=C(NC2C1)C(=CC(=N3)C3=CC(=CC=C3)C(F)(F)F)C(=O)N)C (7-((2S,6R)-2,6-dimethylmorpholino)-2-(3-(trifluoromethyl)phenyl)-5H-pyrido[3,2-b]indole-4-carboxamide). Yield: 79.0%. Reaction SMILES: [CH3:1][C@H:2]1[CH2:7][N:6]([C:8]2[CH:9]=[CH:10][C:11]3[C:12]4[N:20]=[C:19]([C:21]5[CH:26]=[CH:25][CH:24]=[C:23]([C:27]([F:30])([F:29])[F:28])[CH:22]=5)[CH:18]=[C:17]([C:31]([O:33]C)=O)[C:13]=4[NH:14][C:15]=3[CH:16]=2)[CH2:5][C@@H:4]([CH3:35])[O:3]1.[NH3:36]>CO>[CH3:35][C@H:4]1[CH2:5][N:6]([C:8]2[CH:9]=[CH:10][C:11]3[C:12]4[N:20]=[C:19]([C:21]5[CH:26]=[CH:25][CH:24]=[C:23]([C:27]([F:30])([F:28])[F:29])[CH:22]=5)[CH:18]=[C:17]([C:31]([NH2:36])=[O:33])[C:13]=4[NH:14][C:15]=3[CH:16]=2)[CH2:7][C@@H:2]([CH3:1])[O:3]1. Procedure: A suspension of methyl 7-((2S,6R)-2,6-dimethylmorpholino)-2-(3-(trifluoromethyl)phenyl)-5H-pyrido[3,2-b]indole-4-carboxylate (16 mg, 0.033 mmol) in 7 N NH3 in MeOH (5 mL) in a sealed microwave vial was heated at 80° C. for 48 hr. Removal of the solvent followed by preparative HPLC (100×30 mm Luna C18 column, gradient elution with A:B=75:25 to A:B=25:75 [A=95% H2O:5% MeOH:0.1% TFA; B=5% H2O:95% MeOH:0.1% TFA] over 20 min) followed by SCX capture and release with 2 N NH3 in MeOH afforded 7-((2S,6R... Reactants: [K+], [K+], O=C([O-])[O-], C1CCOC1, COC(=O)C1C(NC(=O)COc2ccccc2)C(=O)N1Cc1ccc(OC)cc1OC, O. The product is COc1ccc(CN2C(=O)C(NC(=O)COc3ccccc3)C2C(=O)O)c(OC)c1. Reaction SMILES: [K+:1].[K+:2].[O-:3][C:4]([O-:5])=[O:6].[O:38]1[CH2:39][CH2:40][CH2:41][CH2:42]1.[O:7]([c:8]1[cH:9][cH:10][cH:11][cH:12][cH:13]1)[CH2:14][C:15](=[O:16])[NH:17][CH:18]1[CH:19]([C:34](=[O:35])[O:36][CH3:37])[N:20]([CH2:23][c:24]2[c:25]([O:32][CH3:33])[cH:26][c:27]([O:30][CH3:31])[cH:28][cH:29]2)[C:21]1=[O:22].[OH2:43]>>[O:7]([c:8]1[cH:9][cH:10][cH:11][cH:12][cH:13]1)[CH2:14][C:15](=[O:16])[NH:17][CH:18]1[CH:19]([C:34](=[O:35])[OH:36])[N:20]([CH2:23][c:24]2[c:25]([O:32][CH3:33])[cH:26][c:27]([O:30][CH3:31])[cH:28][cH:29]2)[C:21]1=[O:22]. The product is N([C@@H]([C@H](OCC1=CC=CC=C1)C)C(=O)N[C@@H](CC1=CC=CC=C1)C(=O)OCC)C(=O)OC(C)(C)C (Boc-Thr(Bzl)-Phe-OEt). Reaction SMILES: C(Cl)Cl.[NH:4]([C:19]([O:21][C:22]([CH3:25])([CH3:24])[CH3:23])=[O:20])[C@H:5]([C:16]([OH:18])=O)[C@@H:6]([CH3:15])[O:7][CH2:8][C:9]1[CH:14]=[CH:13][CH:12]=[CH:11][CH:10]=1.[NH2:26][C@H:27]([C:35]([O:37][CH2:38][CH3:39])=[O:36])[CH2:28][C:29]1[CH:34]=[CH:33][CH:32]=[CH:31][CH:30]=1.Cl.CCN=C=NCCCN(C)C>C(OCC)(=O)C>[NH:4]([C:19]([O:21][C:22]([CH3:25])([CH3:24])[CH3:23])=[O:20])[C@H:5]([C:16]([NH:26][C@H:27]([C:35]([O:37][CH2:38][CH3:39])=[O:36])[CH2:28][C:29]1[CH:34]=[CH:33][CH:32]=[CH:31][CH:30]=1)=[O:18])[C@@H:6]([CH3:15])[O:7][CH2:8][C:9]1[CH:10]=[CH:11][CH:12]=[CH:13][CH:14]=1 |f:2.3|. Reactants: C(Cl)Cl (methylene chloride), N([C@@H]([C@H](OCC1=CC=CC=C1)C)C(=O)O)C(=O)OC(C)(C)C (Boc-Thr(Bzl)-OH), N[C@@H](CC1=CC=CC=C1)C(=O)OCC.Cl (Phe-OEt.HCl), CCN=C=NCCCN(C)C (WSC), C(Cl)Cl (methylene chloride). Run at time 2 hour. Run in C(C)(=O)OCC (ethyl acetate). Procedure: To 200 ml of methylene chloride, were added 31.0 g of Boc-Thr(Bzl)-OH and 27.6 g of Phe-OEt.HCl, and 18.3 ml of WSC were added to the mixture under cooling at 0°--5° C., which was then subjected to stirring for 2 hours at 0°--5° C. then for 18 hours at room temperature. The methylene chloride in the reaction solution was exchanged with ethyl acetate and the exchanged solution was washed successively with 1 N HCl, 5% aqueous NaHCO3 solution and water and dried over MgSO4. The organic layer was co... Yield: 80.3%.